From a dataset of the Open Reaction Database (ORD), a public repository of structured organic reaction records. describe an organic reaction: reactants, conditions, products, and yield The reactants are C(C)C1=C(N)C(=CC(=C1)N(C=O)C1=CC=CC=C1)CC (2,6-diethyl-4-(N-phenyl-N-formylamino)aniline), C(=S)(Cl)Cl (thiophosgene), O (water), C([O-])([O-])=O.[Ca+2] (calcium carbonate). Solvent: ClCCl (dichloromethane), ClCCl (dichloromethane). Product: C(C)C1=C(C(=CC(=C1)N(C1=CC=CC=C1)C=O)CC)N=C=S (2,6-Diethyl-4-(N-formylanilino)phenylisothiocyanate). RXN SMILES: [CH2:1]([C:3]1[CH:9]=[C:8]([N:10]([C:13]2[CH:18]=[CH:17][CH:16]=[CH:15][CH:14]=2)[CH:11]=[O:12])[CH:7]=[C:6]([CH2:19][CH3:20])[C:4]=1[NH2:5])[CH3:2].[C:21](Cl)(Cl)=[S:22].O.C(=O)([O-])[O-].[Ca+2]>ClCCl>[CH2:19]([C:6]1[CH:7]=[C:8]([N:10]([CH:11]=[O:12])[C:13]2[CH:18]=[CH:17][CH:16]=[CH:15][CH:14]=2)[CH:9]=[C:3]([CH2:1][CH3:2])[C:4]=1[N:5]=[C:21]=[S:22])[CH3:20] |f:3.4|. Procedure: With stirring, a solution of 24.0 g of 2,6-diethyl-4-(N-phenyl-N-formylamino)aniline in 80 ml of dichloromethane are added dropwise at 0° to 10° C. to 13.4 g of thiophosgene, 100 ml of dichloromethane, 60 ml of water and 19 g of calcium carbonate. The reaction mixture is stirred for 2 hours at room temperature and then filtered. The organic phase is separated, washed with 50 ml of water, dried over sodium sulfate and then concentrated by evaporation. The title compound of formula ##STR15## is ob... The reactants are CC(C)(C)[O-], CN1CCCC1=O, O=[N+]([O-])c1ccc(F)cc1, [K+], [K+], [K+], Nc1ccccn1, O=C([O-])[O-], O. Product: O=[N+]([O-])c1ccc(Nc2ccccn2)cc1. RXN SMILES: [CH3:24][C:25]([CH3:26])([O-:27])[CH3:28].[CH3:31][N:32]1[CH2:33][CH2:34][CH2:35][C:36]1=[O:37].[F:1][c:2]1[cH:3][cH:4][c:5]([N+:8](=[O:9])[O-:10])[cH:6][cH:7]1.[K+:18].[K+:19].[K+:29].[NH2:11][c:12]1[n:13][cH:14][cH:15][cH:16][cH:17]1.[O-:20][C:21]([O-:22])=[O:23].[OH2:30]>>[c:2]1([NH:11][c:12]2[n:13][cH:14][cH:15][cH:16][cH:17]2)[cH:3][cH:4][c:5]([N+:8](=[O:9])[O-:10])[cH:6][cH:7]1. Starting materials: O=C(Cl)c1ccccc1F, Cc1nn(C)c(N)c1C#N, c1ccncc1. Yields the product Cc1nn(C)c(NC(=O)c2ccccc2F)c1C#N. RXN SMILES: [F:11][c:12]1[c:13]([C:14](=[O:15])[Cl:16])[cH:17][cH:18][cH:19][cH:20]1.[NH2:1][c:2]1[c:3]([C:9]#[N:10])[c:4]([CH3:8])[n:5][n:6]1[CH3:7].[cH:21]1[cH:22][cH:23][n:24][cH:25][cH:26]1>>[NH:1]([c:2]1[c:3]([C:9]#[N:10])[c:4]([CH3:8])[n:5][n:6]1[CH3:7])[C:14]([c:13]1[c:12]([F:11])[cH:20][cH:19][cH:18][cH:17]1)=[O:15].